The task is: describe an organic reaction: reactants, conditions, products, and yield. This data is from the Open Reaction Database (ORD), a public repository of structured organic reaction records. Starting materials: FC=1C=C(C=CC1N1CC(N(CC1)CCOC)=O)N1C(O[C@H](C1)COS(=O)(=O)C)=O ((5R)-3-(3-Fluoro-4-{4-(2-methoxyethyl)-3-oxopiperazin-1-yl}phenyl)-5-(methanesulfonyl-oxymethyl)oxazolidin-2-one), [N-]=[N+]=[N-].[Na+] (sodium azide). Solvent: CN(C)C=O (DMF). Run at temperature 80 celsius. Product: N(=[N+]=[N-])C[C@H]1CN(C(O1)=O)C1=CC(=C(C=C1)N1CC(N(CC1)CCOC)=O)F ((5R)-5-azidomethyl-3-(3-fluoro-4-{4-(2-methoxyethyl)-3-oxopiperazin-1-yl}phenyl)oxazolidin-2-one). Isolated yield 88.3%. As a reaction SMILES: [F:1][C:2]1[CH:3]=[C:4]([N:19]2[CH2:23][C@H:22]([CH2:24]OS(C)(=O)=O)[O:21][C:20]2=[O:30])[CH:5]=[CH:6][C:7]=1[N:8]1[CH2:13][CH2:12][N:11]([CH2:14][CH2:15][O:16][CH3:17])[C:10](=[O:18])[CH2:9]1.[N-:31]=[N+:32]=[N-:33].[Na+]>CN(C=O)C>[N:31]([CH2:24][C@@H:22]1[O:21][C:20](=[O:30])[N:19]([C:4]2[CH:5]=[CH:6][C:7]([N:8]3[CH2:13][CH2:12][N:11]([CH2:14][CH2:15][O:16][CH3:17])[C:10](=[O:18])[CH2:9]3)=[C:2]([F:1])[CH:3]=2)[CH2:23]1)=[N+:32]=[N-:33] |f:1.2|. Procedure details: (5R)-3-(3-Fluoro-4-{4-(2-methoxyethyl)-3-oxopiperazin-1-yl}phenyl)-5-(methanesulfonyl-oxymethyl)oxazolidin-2-one (990 mg) was dissolved in dry DMF (30 ml), sodium azide (868 mg) was added, and the mixture heated at 80° C. for 4 hours. The mixture was evaporated to dryness, and the residue dissolved in ethyl acetate and washed with three portions of water. The aqueous layer was back-extracted with two portions of ethyl acetate, and the combined organic extracts dried over MgSO4. Evaporation gave ... The reactants are C(C)OC(C1=CC=C(C=C1)C(C)=O)=O (4-acetylbenzoic acid ethyl ester), C(C)(=O)OCC.CCCCCC (ethyl acetate n-hexane), C(CO)O (ethylene glycol), O.C1(=CC=C(C=C1)S(=O)(=O)O)C (p-toluenesulfonic acid hydrate). Solvent: C1(=CC=CC=C1)C (toluene). Product: C1COC(C)(C2=CC=C(C=C2)C(=O)OCC)O1 (1-[4-(Ethoxycarbonyl)phenyl]ethanone-ethyleneacetal). Reaction SMILES: [CH2:1]([O:3][C:4](=[O:14])[C:5]1[CH:10]=[CH:9][C:8]([C:11](=[O:13])[CH3:12])=[CH:7][CH:6]=1)[CH3:2].[CH2:15](O)[CH2:16][OH:17].O.C1(C)C=CC(S(O)(=O)=O)=CC=1.C(OCC)(=O)C.CCCCCC>C1(C)C=CC=CC=1>[CH2:16]1[O:17][C:11]([C:8]2[CH:9]=[CH:10][C:5]([C:4]([O:3][CH2:1][CH3:2])=[O:14])=[CH:6][CH:7]=2)([CH3:12])[O:13][CH2:15]1 |f:2.3,4.5|. Procedure details: 9.61 g of 4-acetylbenzoic acid ethyl ester (supplied from the firm Wako Pure Chem. Ind.) were dissolved in 200 ml of toluene and thereto were added 20 ml of ethylene glycol and 200 mg of p-toluenesulfonic acid hydrate under argon atmosphere, whereupon the mixture was heated under reflux for 24 hours on Dean-Stark apparatus while removing water. The reaction mixture was then cooled down to room temperature and the toluene layer was washed with water (twice with each 100 ml) and, then, with satura... Isolated yield 100.7%. The product is C1(CCCC1)OC=1C=C(NC2=CC(NCC2)=O)C=CC1OC (4-(3-cyclopentyloxy-4-methoxyanilino)-1,2,5,6-tetrahydropyridin-2-one). The reactants are C1(CCCC1)OC=1C=C(N)C=CC1OC (3-cyclopentyloxy-4-methoxyaniline), O=C1NCCC(C1)=O (2, 4-dioxopiperidine). Solvent: C1=CC=CC=C1 (benzene), C(C)#N (acetonitrile), CO (methanol). Reaction conditions: time 24 hour. Reported procedure: 0.60 g (2.89 mmole) of the 3-cyclopentyloxy-4-methoxyaniline produced in Example 1(2) and 0.33 g (2.89 mmole) of 2, 4-dioxopiperidine were dissolved in solution of 15 ml of benzene, 4 ml of acetonitrile, and 1 ml of methanol and the mixture was stirred at room temperature for 24 hours. After the reaction, the solvent was removed in vacuo and the residue was triturated with ether. The precipitated brown crystal was collected by filtration, then dried in vacuo to obtain the title compound 0.88 g (... As a reaction SMILES: [CH:1]1([O:6][C:7]2[CH:8]=[C:9]([CH:11]=[CH:12][C:13]=2[O:14][CH3:15])[NH2:10])[CH2:5][CH2:4][CH2:3][CH2:2]1.[O:16]=[C:17]1[CH2:22][C:21](=O)[CH2:20][CH2:19][NH:18]1>C1C=CC=CC=1.C(#N)C.CO>[CH:1]1([O:6][C:7]2[CH:8]=[C:9]([CH:11]=[CH:12][C:13]=2[O:14][CH3:15])[NH:10][C:21]2[CH2:20][CH2:19][NH:18][C:17](=[O:16])[CH:22]=2)[CH2:2][CH2:3][CH2:4][CH2:5]1. Reactants: C(C)(=O)CC(C)=O (Acetylacetone), COC=1C=C(N)C=C(C1)C(F)(F)F (3-methoxy-5-(trifluoromethyl)aniline), C1(=CC=C(C=C1)S(=O)(=O)O)C (4-toluenesulfonic acid). Run in C1(=CC=CC=C1)C (toluene). Yields the product COC=1C=C(C=C(C1)C(F)(F)F)NC(=CC(C)=O)C (4-{[3-Methoxy-5-(trifluoromethyl)phenyl]amino}-3-penten-2-one). As a reaction SMILES: [C:1]([CH2:4][C:5](=O)[CH3:6])(=[O:3])[CH3:2].[CH3:8][O:9][C:10]1[CH:11]=[C:12]([CH:14]=[C:15]([C:17]([F:20])([F:19])[F:18])[CH:16]=1)[NH2:13].C1(C)C=CC(S(O)(=O)=O)=CC=1>C1(C)C=CC=CC=1>[CH3:8][O:9][C:10]1[CH:11]=[C:12]([NH:13][C:5]([CH3:6])=[CH:4][C:1](=[O:3])[CH3:2])[CH:14]=[C:15]([C:17]([F:18])([F:20])[F:19])[CH:16]=1. Reported procedure: 1.57 g (15.7 mmol) Acetylacetone, 3.00 g (15.7 mmol) 3-methoxy-5-(trifluoromethyl)aniline, and 0.1 g (1.6 mmol) 4-toluenesulfonic acid are dissolved in 150 ml toluene. The reaction mixture is refluxed for 7 h with a Dean-Stark trap to remove water. After cooling down to room temperature, the suspension is filtered. The solid is purified by recrystallisation from ethanol. Reactants: C1COCCO1, C[Zn]C, Cc1ccccc1, CO, CC(C)(C)c1nc(-c2cccc(NS(=O)(=O)c3cc(F)ccc3F)c2F)c(-c2ccnc(Cl)n2)s1. The product is Cc1nccc(-c2sc(C(C)(C)C)nc2-c2cccc(NS(=O)(=O)c3cc(F)ccc3F)c2F)n1. Reaction SMILES: [CH2:48]1[O:49][CH2:50][CH2:51][O:52][CH2:53]1.[CH3:36][Zn:37][CH3:38].[CH3:39][c:40]1[cH:41][cH:42][cH:43][cH:44][cH:45]1.[CH3:46][OH:47].[Cl:1][c:2]1[n:3][cH:4][cH:5][c:6](-[c:8]2[c:9](-[c:17]3[c:18]([F:35])[c:19]([NH:23][S:24](=[O:25])(=[O:26])[c:27]4[c:28]([F:34])[cH:29][cH:30][c:31]([F:33])[cH:32]4)[cH:20][cH:21][cH:22]3)[n:10][c:11]([C:13]([CH3:14])([CH3:15])[CH3:16])[s:12]2)[n:7]1>>[c:2]1([CH3:36])[n:3][cH:4][cH:5][c:6](-[c:8]2[c:9](-[c:17]3[c:18]([F:35])[c:19]([NH:23][S:24](=[O:25])(=[O:26])[c:27]4[c:28]([F:34])[cH:29][cH:30][c:31]([F:33])[cH:32]4)[cH:20][cH:21][cH:22]3)[n:10][c:11]([C:13]([CH3:14])([CH3:15])[CH3:16])[s:12]2)[n:7]1. Starting materials: CCCC1COS(=O)N1CCC, CCOC(C)=O, [O-][I+3]([O-])([O-])[O-], [Na+], O, Cl[Ru](Cl)Cl. Product: CCCC1COS(=O)(=O)N1CCC. Reaction SMILES: [CH2:1]([CH2:2][CH3:3])[N:4]1[S:5](=[O:12])[O:6][CH2:7][CH:8]1[CH2:9][CH2:10][CH3:11].[CH3:19][CH2:20][O:21][C:22](=[O:23])[CH3:24].[I+3:13]([O-:14])([O-:15])([O-:16])[O-:17].[Na+:18].[OH2:25].[Ru:26]([Cl:27])([Cl:28])[Cl:29]>>[CH2:1]([CH2:2][CH3:3])[N:4]1[S:5](=[O:12])(=[O:14])[O:6][CH2:7][CH:8]1[CH2:9][CH2:10][CH3:11].